This data is from the Open Reaction Database (ORD), a public repository of structured organic reaction records. The task is: describe an organic reaction: reactants, conditions, products, and yield Starting materials: CCOC(=O)c1sc(N2CCOC(CF)C2)c(C#N)c1-c1ccc(Cl)cc1Cl, CCO, [Na+], [OH-], O. Product: N#Cc1c(N2CCOC(CF)C2)sc(C(=O)O)c1-c1ccc(Cl)cc1Cl. RXN SMILES: [C:1](#[N:2])[c:3]1[c:4](-[c:21]2[c:22]([Cl:28])[cH:23][c:24]([Cl:27])[cH:25][cH:26]2)[c:5]([C:16](=[O:17])[O:18][CH2:19][CH3:20])[s:6][c:7]1[N:8]1[CH2:9][CH:10]([CH2:14][F:15])[O:11][CH2:12][CH2:13]1.[CH3:31][CH2:32][OH:33].[Na+:30].[OH-:29].[OH2:34]>>[C:1](#[N:2])[c:3]1[c:4](-[c:21]2[c:22]([Cl:28])[cH:23][c:24]([Cl:27])[cH:25][cH:26]2)[c:5]([C:16](=[O:17])[OH:18])[s:6][c:7]1[N:8]1[CH2:9][CH:10]([CH2:14][F:15])[O:11][CH2:12][CH2:13]1. Reaction SMILES: [N+:1]([c:2]1[cH:3][c:4]([C:25]([NH:9][C:10](=[O:11])[NH:12][CH:13]2[CH2:14][CH2:15][CH2:16][c:17]3[cH:18][cH:19][cH:20][cH:21][c:22]32)=[O:26])[cH:5][c:6]([N+:7]([O-:8])=[O:23])[cH:24]1)([O-:27])=[O:28].[Na+:30].[OH-:29]>>[NH2:9][C:10](=[O:11])[NH:12][CH:13]1[CH2:14][CH2:15][CH2:16][c:17]2[cH:18][cH:19][cH:20][cH:21][c:22]21. Product: NC(=O)NC1CCCc2ccccc21. The reactants are O=C(NC(=O)c1cc([N+](=O)[O-])cc([N+](=O)[O-])c1)NC1CCCc2ccccc21, [Na+], [OH-]. The reactants are COC=1C=CC(=CC1)P2(=S)SP(=S)(S2)C=3C=CC(=CC3)OC (Lawesson's reagent), C(C)(C)(C)OC(=O)NCCN(C(=O)CC[C@@H](C(=O)OC)NC(=O)OC(C)(C)C)CCNC(=O)OC(C)(C)C (methyl (2S)-4-[bis(2-{[(tert-butoxy)carbonyl]amino}ethyl)carbamoyl]-2-{[(tert-butoxy)carbonyl]amino}butanoate), COC=1C=CC(=CC1)P2(=S)SP(=S)(S2)C=3C=CC(=CC3)OC (Lawesson's reagent). Reagents/catalysts: CN(C)C=1C=CN=CC1 (DMAP). Run in C1CCOC1 (THF). Conditions: time 2 hour. Yields the product C(C)(C)(C)OC(=O)NCCN(C(=S)CC[C@@H](C(=O)OC)NC(=O)OC(C)(C)C)CCNC(=O)OC(C)(C)C (methyl (2S)-4-[bis(2-{[(tert-butoxy)carbonyl]amino}ethyl)carbamothioyl]-2-{[(tert-butoxy)carbonyl]amino}butanoate). The yield is 45.5%. As a reaction SMILES: [C:1]([O:5][C:6]([NH:8][CH2:9][CH2:10][N:11]([CH2:29][CH2:30][NH:31][C:32]([O:34][C:35]([CH3:38])([CH3:37])[CH3:36])=[O:33])[C:12]([CH2:14][CH2:15][C@H:16]([NH:21][C:22]([O:24][C:25]([CH3:28])([CH3:27])[CH3:26])=[O:23])[C:17]([O:19][CH3:20])=[O:18])=O)=[O:7])([CH3:4])([CH3:3])[CH3:2].COC1C=CC(P2(SP(C3C=CC(OC)=CC=3)(=S)S2)=[S:48])=CC=1>C1COCC1.CN(C1C=CN=CC=1)C>[C:1]([O:5][C:6]([NH:8][CH2:9][CH2:10][N:11]([CH2:29][CH2:30][NH:31][C:32]([O:34][C:35]([CH3:38])([CH3:37])[CH3:36])=[O:33])[C:12]([CH2:14][CH2:15][C@H:16]([NH:21][C:22]([O:24][C:25]([CH3:28])([CH3:27])[CH3:26])=[O:23])[C:17]([O:19][CH3:20])=[O:18])=[S:48])=[O:7])([CH3:4])([CH3:3])[CH3:2]. Reported procedure: To the solution of methyl (2S)-4-[bis(2-{[(tert-butoxy)carbonyl]amino}ethyl)carbamoyl]-2-{[(tert-butoxy)carbonyl]amino}butanoate XIV (610 mg, 1.12 mmol) in THF (10 mL) under argon was added Lawesson's reagent (680 mg, 1.68 mmol) and DMAP (13 mg, 0.11 mmol). The mixture was stirred at r.t. for 2 h and then refluxed over weekend. An additional two portions of Lawesson's reagent (900 mg, 2.24 mmol) and was added and the reaction was refluxed for another 4 h. The solvent was evaporated under reduced... RXN SMILES: [C:28]([O:29][BH-:30]([O:31][C:32](=[O:33])[CH3:34])[O:35][C:36](=[O:37])[CH3:38])(=[O:39])[CH3:40].[CH3:42][N:43]1[CH2:44][CH2:45][NH:46][CH2:47][CH2:48]1.[Cl:1][c:2]1[c:3](-[c:8]2[n:9][c:10]([NH:16][c:17]3[c:18]([N+:25](=[O:26])[O-:27])[cH:19][cH:20][c:21]([CH:23]=[O:24])[cH:22]3)[s:11][c:12]2[C:13](=[O:14])[NH2:15])[cH:4][cH:5][cH:6][cH:7]1.[Cl:49][CH2:50][Cl:51].[Na+:41]>>[Cl:1][c:2]1[c:3](-[c:8]2[n:9][c:10]([NH:16][c:17]3[c:18]([N+:25](=[O:26])[O-:27])[cH:19][cH:20][c:21]([CH2:23][N:46]4[CH2:45][CH2:44][N:43]([CH3:42])[CH2:48][CH2:47]4)[cH:22]3)[s:11][c:12]2[C:13](=[O:14])[NH2:15])[cH:4][cH:5][cH:6][cH:7]1. The reactants are CC(=O)O[BH-](OC(C)=O)OC(C)=O, CN1CCNCC1, NC(=O)c1sc(Nc2cc(C=O)ccc2[N+](=O)[O-])nc1-c1ccccc1Cl, ClCCl, [Na+]. Yields the product CN1CCN(Cc2ccc([N+](=O)[O-])c(Nc3nc(-c4ccccc4Cl)c(C(N)=O)s3)c2)CC1. Starting materials: C1(=CC=CC=C1)C1=NOC(=C1C=1N=CNC1)COC (3-phenyl-4-(1H-imidazol-4-yl)-5-methoxymethyl-isoxazole), FC1=CC=C(C=C1)C(F)(F)F (1-fluoro-4-trifluoromethyl-benzene). The product is COCC1=C(C(=NO1)C1=CC=CC=C1)C=1N=CN(C1)C1=CC=C(C=C1)C(F)(F)F (5-Methoxymethyl-3-phenyl-4-[1-(4-trifluoromethyl-phenyl)-1-H-imidazol-4-yl]isoxazole). The yield is 63.0%. As a reaction SMILES: [C:1]1([C:7]2[C:11]([C:12]3[N:13]=[CH:14][NH:15][CH:16]=3)=[C:10]([CH2:17][O:18][CH3:19])[O:9][N:8]=2)[CH:6]=[CH:5][CH:4]=[CH:3][CH:2]=1.F[C:21]1[CH:26]=[CH:25][C:24]([C:27]([F:30])([F:29])[F:28])=[CH:23][CH:22]=1>>[CH3:19][O:18][CH2:17][C:10]1[O:9][N:8]=[C:7]([C:1]2[CH:2]=[CH:3][CH:4]=[CH:5][CH:6]=2)[C:11]=1[C:12]1[N:13]=[CH:14][N:15]([C:21]2[CH:26]=[CH:25][C:24]([C:27]([F:30])([F:29])[F:28])=[CH:23][CH:22]=2)[CH:16]=1. Procedure details: As described for Example 1f, 3-phenyl-4-(1H-imidazol-4-yl)-5-methoxymethyl-isoxazole (127.6 mg, 0.50 mmol) was converted, using 1-fluoro-4-trifluoromethyl-benzene instead of 1-(4-fluorophenyl)-ethanone, to the title compound (125 mg, 63%) which was obtained as an off-white solid. MS: m/e=400.1 [M+H]+. Starting materials: Cc1ccc(C(=O)C(Br)CC(C)C)cc1, O=C1NC(=O)c2ccccc21, CCOC(C)=O, [K], O. Product: Cc1ccc(C(=O)C(CC(C)C)N2C(=O)c3ccccc3C2=O)cc1. As a reaction SMILES: [Br:1][CH:2]([C:3](=[O:4])[c:5]1[cH:6][cH:7][c:8]([CH3:11])[cH:9][cH:10]1)[CH2:12][CH:13]([CH3:14])[CH3:15].[C:16]1(=[O:26])[c:17]2[c:18]([cH:22][cH:23][cH:24][cH:25]2)[C:19](=[O:21])[NH:20]1.[CH3:28][CH2:29][O:30][C:31](=[O:32])[CH3:33].[K:27].[OH2:34]>>[CH:2]([C:3](=[O:4])[c:5]1[cH:6][cH:7][c:8]([CH3:11])[cH:9][cH:10]1)([CH2:12][CH:13]([CH3:14])[CH3:15])[N:20]1[C:16](=[O:26])[c:17]2[c:18]([cH:22][cH:23][cH:24][cH:25]2)[C:19]1=[O:21]. The reactants are ClC=1C=C(C=CC1Cl)C1(C(NC(CC1)=O)=O)CCC(=O)O (3-[3-(3,4-dichlorophenyl)-2,6-dioxopiperidin-3-yl]propionic acid), N1CCCCC1 (piperidine). The product is C(N)(=O)C(CCC(=O)O)(CCC(=O)N1CCCCC1)C1=CC(=C(C=C1)Cl)Cl (4-Carbamoyl-4-(3,4-dichlorophenyl)-6-(piperidin-1-yl)carbonylhexanoic acid). As a reaction SMILES: [Cl:1][C:2]1[CH:3]=[C:4]([C:9]2([CH2:17][CH2:18][C:19]([OH:21])=[O:20])[CH2:14][CH2:13][C:12](=[O:15])[NH:11][C:10]2=[O:16])[CH:5]=[CH:6][C:7]=1[Cl:8].[NH:22]1[CH2:27][CH2:26][CH2:25][CH2:24][CH2:23]1>>[C:10]([C:9]([C:4]1[CH:5]=[CH:6][C:7]([Cl:8])=[C:2]([Cl:1])[CH:3]=1)([CH2:14][CH2:13][C:12]([N:22]1[CH2:27][CH2:26][CH2:25][CH2:24][CH2:23]1)=[O:15])[CH2:17][CH2:18][C:19]([OH:21])=[O:20])(=[O:16])[NH2:11]. Reported procedure: 0.3 g of 3-[3-(3,4-dichlorophenyl)-2,6-dioxopiperidin-3-yl]propionic acid of S configuration is treated with piperidine as described in Preparation 3 to give 0.3 g of the expected compound. Reactants: CO, O=Cc1ccccc1, Cc1ccc(O)c(N)c1. Yields the product Cc1ccc(O)c(N=Cc2ccccc2)c1. Reaction SMILES: [CH3:18][OH:19].[CH:10](=[O:11])[c:12]1[cH:13][cH:14][cH:15][cH:16][cH:17]1.[NH2:1][c:2]1[cH:3][c:4]([CH3:9])[cH:5][cH:6][c:7]1[OH:8]>>[N:1]([c:2]1[cH:3][c:4]([CH3:9])[cH:5][cH:6][c:7]1[OH:8])=[CH:10][c:12]1[cH:13][cH:14][cH:15][cH:16][cH:17]1. Reactants: ice water, C(C)(=O)OCC (ethyl acetate), ice, C(C1=CC=CC=C1)(=O)OCC(COC(NCCCCCCCCCCCCCCCCCC)=O)CC(C)OC(C1=CC=CC=C1)=O (2-(2-benzoyloxypropan-1-yl)-3-octadecylcarbamoyloxypropyl benzoate), [OH-].[Na+] (sodium hydroxide). The solvent is CO (methanol), O1CCCC1 (tetrahydrofuran). Run at temperature 0 celsius, time 2 hour. The product is C(C1=CC=CC=C1)(=O)OC(CC(CO)COC(NCCCCCCCCCCCCCCCCCC)=O)C (2-(2-benzoyloxypropan-1-yl)-3-octadecylcarbamoyloxypropanol). The yield is 71.4%. RXN SMILES: C([O:9][CH2:10][CH:11]([CH2:35][CH:36]([O:38][C:39](=[O:46])[C:40]1[CH:45]=[CH:44][CH:43]=[CH:42][CH:41]=1)[CH3:37])[CH2:12][O:13][C:14](=[O:34])[NH:15][CH2:16][CH2:17][CH2:18][CH2:19][CH2:20][CH2:21][CH2:22][CH2:23][CH2:24][CH2:25][CH2:26][CH2:27][CH2:28][CH2:29][CH2:30][CH2:31][CH2:32][CH3:33])(=O)C1C=CC=CC=1.[OH-].[Na+].C(OCC)(=O)C>CO.O1CCCC1>[C:39]([O:38][CH:36]([CH3:37])[CH2:35][CH:11]([CH2:12][O:13][C:14](=[O:34])[NH:15][CH2:16][CH2:17][CH2:18][CH2:19][CH2:20][CH2:21][CH2:22][CH2:23][CH2:24][CH2:25][CH2:26][CH2:27][CH2:28][CH2:29][CH2:30][CH2:31][CH2:32][CH3:33])[CH2:10][OH:9])(=[O:46])[C:40]1[CH:41]=[CH:42][CH:43]=[CH:44][CH:45]=1 |f:1.2|. Procedure details: To an ice cooled solution of 2.879 g (4.51 mM) of 2-(2-benzoyloxypropan-1-yl)-3-octadecylcarbamoyloxypropyl benzoate m6 in 25 ml of methanol and 25 ml of tetrahydrofuran, is added 4.51 ml (9.02 mM) of 2N aqueous sodium hydroxide and the mixture is stirred at 0° C. for 2 hours. The mixture is poured into ice-water and the product is isolated by ethyl acetate extraction. The ethyl acetate layer is washed with saturated aqueous sodium chloride, dried over anhydrous magnesium sulfate and evaporated....